This data is from the Open Reaction Database (ORD), a public repository of structured organic reaction records. The task is: describe an organic reaction: reactants, conditions, products, and yield Reactants: C=1(C(=CC=CC1)C(=O)CN1C(C(CN(C2=C1C=C(C=C2)C)C(=O)C=2OC=CC2)NC(=O)OC(C)(C)C)=O)C (1-(2-Toluoylmethyl)-2-oxo-3-tert-butoxycarbonylamino-5-(furan-2-ylcarbonyl)-8-methyl-1,3,4,5-tetrahydro-2H-1,5-benzodiazepine). The solvent is Cl.O1CCOCC1 (HCl dioxane). Run at temperature 50 celsius, time 1 hour. Yields the product C=1(C(=CC=CC1)C(=O)CN1C(C(CN(C2=C1C=C(C=C2)C)C(=O)C=2OC=CC2)N)=O)C (1-(2-toluoylmethyl)-2-oxo-3-amino-5-(furan-2-ylcarbonyl)-8-methyl-1,3,4,5-tetrahydro-2H-1,5-benzodiazepine). The yield is 108.5%. As a reaction SMILES: [C:1]1([CH3:38])[C:2]([C:7]([CH2:9][N:10]2[C:16]3[CH:17]=[C:18]([CH3:21])[CH:19]=[CH:20][C:15]=3[N:14]([C:22]([C:24]3[O:25][CH:26]=[CH:27][CH:28]=3)=[O:23])[CH2:13][CH:12]([NH:29]C(OC(C)(C)C)=O)[C:11]2=[O:37])=[O:8])=[CH:3][CH:4]=[CH:5][CH:6]=1>Cl.O1CCOCC1>[C:1]1([CH3:38])[C:2]([C:7]([CH2:9][N:10]2[C:16]3[CH:17]=[C:18]([CH3:21])[CH:19]=[CH:20][C:15]=3[N:14]([C:22]([C:24]3[O:25][CH:26]=[CH:27][CH:28]=3)=[O:23])[CH2:13][CH:12]([NH2:29])[C:11]2=[O:37])=[O:8])=[CH:3][CH:4]=[CH:5][CH:6]=1 |f:1.2|. Reported procedure: 1-(2-Toluoylmethyl)-2-oxo-3-tert-butoxycarbonylamino-5-(furan-2-ylcarbonyl)-8-methyl-1,3,4,5-tetrahydro-2H-1,5-benzodiazepine (1.00 g) was dissolved in 4N HCl-dioxane (10 ml), the solution was stirred for one hour at 50° C. The reaction mixture was concentrated under reduced pressure, the residue was dissolved in water, the solution was washed with diethyl ether, alkalified with saturated aqueous sodium bicarbonate, and extracted with methylene chloride. The organic layer was dried over anhydrou... Reactants: CN(C)C=O (DMF), C1(=CC=CC=C1)C=1N(C(=CC1)C1=CC=CC=C1)N (2,5-diphenyl-pyrrol-1-ylamine), C1(=CC=C(C=C1)S(=O)(=O)O)C (p-toluene sulfonic acid), C1(=CC=CC=C1)C=1N(C(=CC1)C1=CC=CC=C1)N=C(C(C)=O)C (3-(2,5-Diphenyl-pyrrol-1-ylimino)-butan-2-one). Solvent: C1(=CC=CC=C1)C (toluene). Run at time 4 day. The product is C1(=CC=CC=C1)C=1N(C(=CC1)C1=CC=CC=C1)N=C(C)C(C)=NN1C(=CC=C1C1=CC=CC=C1)C1=CC=CC=C1 (2,3-bis(2,5-Diphenyl-pyrrol-1-ylimino)-butane). Isolated yield 18.6%. As a reaction SMILES: [C:1]1([C:7]2[N:8]([N:18]=[C:19]([CH3:23])[C:20](=O)[CH3:21])[C:9]([C:12]3[CH:17]=[CH:16][CH:15]=[CH:14][CH:13]=3)=[CH:10][CH:11]=2)[CH:6]=[CH:5][CH:4]=[CH:3][CH:2]=1.CN(C=O)C.[C:29]1([C:35]2[N:36]([NH2:46])[C:37]([C:40]3[CH:45]=[CH:44][CH:43]=[CH:42][CH:41]=3)=[CH:38][CH:39]=2)[CH:34]=[CH:33][CH:32]=[CH:31][CH:30]=1.C1(C)C=CC(S(O)(=O)=O)=CC=1>C1(C)C=CC=CC=1>[C:1]1([C:7]2[N:8]([N:18]=[C:19]([C:20](=[N:46][N:36]3[C:37]([C:40]4[CH:45]=[CH:44][CH:43]=[CH:42][CH:41]=4)=[CH:38][CH:39]=[C:35]3[C:29]3[CH:30]=[CH:31][CH:32]=[CH:33][CH:34]=3)[CH3:21])[CH3:23])[C:9]([C:12]3[CH:17]=[CH:16][CH:15]=[CH:14][CH:13]=3)=[CH:10][CH:11]=2)[CH:6]=[CH:5][CH:4]=[CH:3][CH:2]=1. Procedure: A suspension of 3-(2,5-Diphenyl-pyrrol-1-ylimino)-butan-2-one (2.45 g, 8.1 mmol) in toluene (28 mL) was treated with DMF (14 mL), 2,5-diphenyl-pyrrol-1-ylamine (1.99 g, 8.5 mmol) and p-toluene sulfonic acid (73 mg). The resulting suspension was fitted with a Dean Stark trap and heated to reflux in an oil bath for 21 h, then cooled to rt and allowed to stand under Ar for 4 days. The desired compound did not crystallize, therefore the solution was concentrated in vacuo. Approximately half of the r... Starting materials: crude material, ClC=1C(=NC=CN1)CO ((3-chloropyrazin-2-yl)-methanol), C1(NC(C2=CC=CC=C12)=O)=O (isoindole-1,3-dione), C1(=CC=CC=C1)P(C1=CC=CC=C1)C1=CC=CC=C1 (triphenylphosphine), CC(C)OC(=O)/N=N/C(=O)OC(C)C (DIAD). The solvent is C1CCOC1 (THF). Product: ClC=1C(=NC=CN1)CN1C(C2=CC=CC=C2C1=O)=O (2-(3-Chloropyrazin-2-ylmethyl)-isoindole-1,3-dione). As a reaction SMILES: [Cl:1][C:2]1[C:3]([CH2:8]O)=[N:4][CH:5]=[CH:6][N:7]=1.[C:10]1(=[O:20])[C:18]2[C:13](=[CH:14][CH:15]=[CH:16][CH:17]=2)[C:12](=[O:19])[NH:11]1.C1(P(C2C=CC=CC=2)C2C=CC=CC=2)C=CC=CC=1.CC(OC(/N=N/C(OC(C)C)=O)=O)C>C1COCC1>[Cl:1][C:2]1[C:3]([CH2:8][N:11]2[C:12](=[O:19])[C:13]3[C:18](=[CH:17][CH:16]=[CH:15][CH:14]=3)[C:10]2=[O:20])=[N:4][CH:5]=[CH:6][N:7]=1. Procedure: A solution of (3-chloropyrazin-2-yl)-methanol (47 g, 0.33 mol), isoindole-1,3-dione (58.3 g, 0.396 mol, 1.2 eq.), and triphenylphosphine (89.7 g, 0.396 mol, 1.2 eq.) in anhydrous THF (1.5 L) was charged with DIAD (80.2 g, 0.396 mol, 77.1 mL, 1.2 eq.) dropwise at rt, under N2, making sure the internal temperature did not surpass 40° C. The crude material was adsorbed onto silica gel, dry loaded, and purified by chromatography on silica gel [6″×16″ column, 2.75 kg silica gel, eluting with Hex:CH2C... Reactants: C[Al](C)C (trimethylaluminum), C(C)OC(C(C1=CC=CC=C1)OC1CCN(CC1)C)=O ((1-methyl-piperidin-4-yloxy)phenylacetic acid ethyl ester), ClC=1C=C(C(=CC1Cl)N)N (4,5-dichlorobenzene-1,2-diamine), [OH-].[Na+] (sodium hydroxide). Solvent: C1(=CC=CC=C1)C (toluene), C1(=CC=CC=C1)C (toluene), C1(=CC=CC=C1)C (toluene). Reaction conditions: temperature 60 celsius, time 1 hour. The product is ClC1=CC2=C(NC(=N2)C(C2=CC=CC=C2)OC2CCN(CC2)C)C=C1Cl (5,6-dichloro-2-[(1-methylpiperidin-4-yloxy)phenylmethyl]-1H-benzimidazole). RXN SMILES: [Cl:1][C:2]1[CH:3]=[C:4]([NH2:10])[C:5]([NH2:9])=[CH:6][C:7]=1[Cl:8].C[Al](C)C.C(O[C:18](=O)[CH:19]([O:26][CH:27]1[CH2:32][CH2:31][N:30]([CH3:33])[CH2:29][CH2:28]1)[C:20]1[CH:25]=[CH:24][CH:23]=[CH:22][CH:21]=1)C.[OH-].[Na+]>C1(C)C=CC=CC=1>[Cl:1][C:2]1[C:7]([Cl:8])=[CH:6][C:5]2[NH:9][C:18]([CH:19]([O:26][CH:27]3[CH2:32][CH2:31][N:30]([CH3:33])[CH2:29][CH2:28]3)[C:20]3[CH:25]=[CH:24][CH:23]=[CH:22][CH:21]=3)=[N:10][C:4]=2[CH:3]=1 |f:3.4|. Reported procedure: A round-bottom flask is charged with 4,5-dichlorobenzene-1,2-diamine (354 mg) and toluene (2 mL); a solution of trimethylaluminum 2M in toluene (1 mL) is added dropwise. The reaction mixture is heated at 60° C. for one hour. A solution of (1-methyl-piperidin-4-yloxy)phenylacetic acid ethyl ester in toluene (1 mL) is added dropwise and heating is pursued for one hour. The reaction mixture is cooled to room-temperature and a solution of sodium hydroxide is added dropwise to pH 10. The slurry is fi... Reactants: title compounds, C(C)(C)(C)OC(=O)N1CCC(CC1)N (4-amino-piperidine-1-carboxylic acid tert-butyl ester), ClC(=O)OC(C)C (isopropyl chloroformate), C(C1=CC=CC=C1)(=O)NC1=CC=C(C2=CC=CC=C12)S(=O)(=O)Cl (4-benzoylamino-naphthalene-1-sulfonyl chloride), NC1C(CN(CC1)CC1=CC=CC=C1)C ((±)-4-amino-1-benzyl-3-methyl-piperidine), N(=C=O)C(C)C (2-isocyanato-propane). Product: C(C)(C)OC(=O)N1C[C@H]([C@@H](CC1)NS(=O)(=O)C1=CC=C(C2=CC=CC=C12)NC(C1=C(C=CC=C1)C)=O)C ((±)-trans-3-methyl-4-[4-(2-methyl-benzoylamino)-naphthalene-1-sulfonylamino]-piperidine-1-carboxylic acid isopropyl ester). RXN SMILES: [C:1]([NH:9][C:10]1[C:19]2[C:14](=[CH:15][CH:16]=[CH:17][CH:18]=2)[C:13]([S:20](Cl)(=[O:22])=[O:21])=[CH:12][CH:11]=1)(=[O:8])[C:2]1[CH:7]=[CH:6][CH:5]=[CH:4][CH:3]=1.[NH2:24][CH:25]1[CH2:30][CH2:29][N:28](CC2C=CC=CC=2)[CH2:27][CH:26]1[CH3:38].[C:39](OC(N1CCC(N)CC1)=O)(C)(C)C.Cl[C:54]([O:56][CH:57]([CH3:59])[CH3:58])=[O:55].N(C(C)C)=C=O>>[CH:57]([O:56][C:54]([N:28]1[CH2:29][CH2:30][C@@H:25]([NH:24][S:20]([C:13]2[C:14]3[C:19](=[CH:18][CH:17]=[CH:16][CH:15]=3)[C:10]([NH:9][C:1](=[O:8])[C:2]3[CH:7]=[CH:6][CH:5]=[CH:4][C:3]=3[CH3:39])=[CH:11][CH:12]=2)(=[O:22])=[O:21])[C@H:26]([CH3:38])[CH2:27]1)=[O:55])([CH3:59])[CH3:58]. Procedure: The title compounds were made following the general procedure in Scheme 5 and deprotection in Scheme 4-1, substituting 4-(2-methyl-benzoylamino)-naphthalene-1-sulfonyl chloride for 4-benzoylamino-naphthalene-1-sulfonyl chloride, (±)-4-amino-1-benzyl-3-methyl-piperidine for 4-amino-piperidine-1-carboxylic acid tert-butyl ester and isopropyl chloroformate for 2-isocyanato-propane. C-18: 1H NMR (300 MHz, CDCl3) δ 8.70 (d, 1H), 8.40 (m, 2H), 8.17 (s, 1H), 7.95 (d, 1H), 7.70 (m, 3H), 7.44 (m, 1H), 7.... Starting materials: C(Br)(Br)(Br)Br (Carbon tetrabromide), C1(=CC=CC=C1)P(C1=CC=CC=C1)C1=CC=CC=C1 (triphenylphosphine), C(C1=CC=CC=C1)N1N=C(C(=C1)CO)[N+](=O)[O-] ((1-benzyl-3-nitro-1H-pyrazol-4-yl)methanol). Run in ClCCl (dichloromethane). Conditions: time 18 hour. Yields the product C(C1=CC=CC=C1)N1N=C(C(=C1)CBr)[N+](=O)[O-] (1-benzyl-4-(bromomethyl)-3-nitro-1H-pyrazole). RXN SMILES: [C:1]([Br:5])(Br)(Br)Br.C1(P(C2C=CC=CC=2)C2C=CC=CC=2)C=CC=CC=1.[CH2:25]([N:32]1[CH:36]=[C:35](CO)[C:34]([N+:39]([O-:41])=[O:40])=[N:33]1)[C:26]1[CH:31]=[CH:30][CH:29]=[CH:28][CH:27]=1>ClCCl>[CH2:25]([N:32]1[CH:36]=[C:35]([CH2:1][Br:5])[C:34]([N+:39]([O-:41])=[O:40])=[N:33]1)[C:26]1[CH:31]=[CH:30][CH:29]=[CH:28][CH:27]=1. Procedure: Carbon tetrabromide (3.67 g, 11.1 mmol) and triphenylphosphine (2.43 mL, 11.1 mmol) were added to a solution of C3 (1.29 g, 5.53 mmol) in dichloromethane (150 mL), and the reaction was allowed to stir at RT for 18 hours. After being washed with water, the reaction mixture was dried over magnesium sulfate, filtered, and concentrated under reduced pressure. Silica gel chromatography (Gradient: 0% to 100% EtOAc in heptane) afforded C4 as a solid. Yield: 951 mg, 3.21 mmol, 58%. LCMS m/z 297.9 (M+1).... Reactants: CC(=O)[O-], CC(=O)O, Fc1ccccc1Cc1ccc(Cl)nn1, [Na+], O. Product: O=c1ccc(Cc2ccccc2F)n[nH]1. RXN SMILES: [CH3:17][C:18]([O-:19])=[O:20].[CH3:21][C:22](=[O:23])[OH:24].[F:1][c:2]1[c:3]([CH2:4][c:5]2[cH:6][cH:7][c:8]([Cl:11])[n:9][n:10]2)[cH:12][cH:13][cH:14][cH:15]1.[Na+:16].[OH2:25]>>[F:1][c:2]1[c:3]([CH2:4][c:5]2[cH:6][cH:7][c:8](=[O:19])[nH:9][n:10]2)[cH:12][cH:13][cH:14][cH:15]1. The reactants are C(C)(C)(C)OC(=O)N1CCC=C(C1)B1OC(C(O1)(C)C)(C)C (5-(4,4,5,5-tetramethyl-[1,3,2]dioxaborolan-2-yl)-3,6-dihydro-2H-pyridine-1-carboxylic acid tert-butyl ester), NC1=C(C=C(C=C1)C1CCN(CC1)C(C)=O)Br (1-[4-(4-amino-3-bromo-phenyl)-piperidin-1-yl]-ethanone), C(=O)([O-])[O-].[Na+].[Na+] (Na2CO3). The reagents and catalysts are C=1C=CC(=CC1)[P](C=2C=CC=CC2)(C=3C=CC=CC3)[Pd]([P](C=4C=CC=CC4)(C=5C=CC=CC5)C=6C=CC=CC6)([P](C=7C=CC=CC7)(C=8C=CC=CC8)C=9C=CC=CC9)[P](C=1C=CC=CC1)(C=1C=CC=CC1)C=1C=CC=CC1 (Pd(PPh3)4). The solvent is CCOC(=O)C (EtOAc), C1(=CC=CC=C1)C.CCO (toluene EtOH). Run at temperature 80 celsius, time 4.5 hour. Yields the product C(C)(C)(C)OC(=O)N1CCC=C(C1)C1=C(C=CC(=C1)C1CCN(CC1)C(C)=O)N (5-[5-(1-Acetyl-piperidin-4-yl)-2-amino-phenyl]-3,6-dihydro-2H-pyridine-1-carboxylic acid tert-butyl ester). The yield is 93.0%. As a reaction SMILES: [C:1]([O:5][C:6]([N:8]1[CH2:13][C:12](B2OC(C)(C)C(C)(C)O2)=[CH:11][CH2:10][CH2:9]1)=[O:7])([CH3:4])([CH3:3])[CH3:2].[NH2:23][C:24]1[CH:29]=[CH:28][C:27]([CH:30]2[CH2:35][CH2:34][N:33]([C:36](=[O:38])[CH3:37])[CH2:32][CH2:31]2)=[CH:26][C:25]=1Br.C([O-])([O-])=O.[Na+].[Na+]>C1(C)C=CC=CC=1.CCO.CCOC(C)=O.C1C=CC([P]([Pd]([P](C2C=CC=CC=2)(C2C=CC=CC=2)C2C=CC=CC=2)([P](C2C=CC=CC=2)(C2C=CC=CC=2)C2C=CC=CC=2)[P](C2C=CC=CC=2)(C2C=CC=CC=2)C2C=CC=CC=2)(C2C=CC=CC=2)C2C=CC=CC=2)=CC=1>[C:1]([O:5][C:6]([N:8]1[CH2:13][C:12]([C:25]2[CH:26]=[C:27]([CH:30]3[CH2:35][CH2:34][N:33]([C:36](=[O:38])[CH3:37])[CH2:32][CH2:31]3)[CH:28]=[CH:29][C:24]=2[NH2:23])=[CH:11][CH2:10][CH2:9]1)=[O:7])([CH3:2])([CH3:3])[CH3:4] |f:2.3.4,5.6,^1:65,67,86,105|. Procedure details: A solution of 5-(4,4,5,5-tetramethyl-[1,3,2]dioxaborolan-2-yl)-3,6-dihydro-2H-pyridine-1-carboxylic acid tert-butyl ester (as prepared in Example 46, step (b), 0.62 g, 2.02 mmol) and 1-[4-(4-amino-3-bromo-phenyl)-piperidin-1-yl]-ethanone (as prepared in the previous step, 0.20 g, 0.67 mmol) in toluene:EtOH (2:1, 9 mL) was treated with 2.0 M aqueous Na2CO3 (2.7 mL, 5.38 mmol) and was degassed with sonication under Ar. The mixture was heated to 80° C., treated with Pd(PPh3)4 (54 mg, 0.05 mmol), an... Reactants: CO, O=C1c2ccccc2C(=O)N1Cc1nc2nc(Cl)nc(N3CCOCC3)c2s1. Yields the product NCc1nc2nc(Cl)nc(N3CCOCC3)c2s1. RXN SMILES: [CH3:29][OH:30].[Cl:1][c:2]1[n:3][c:4]([N:23]2[CH2:24][CH2:25][O:26][CH2:27][CH2:28]2)[c:5]2[c:6]([n:7]1)[n:8][c:9]([CH2:11][N:12]1[C:13](=[O:14])[c:15]3[c:16]([cH:17][cH:18][cH:19][cH:20]3)[C:21]1=[O:22])[s:10]2>>[Cl:1][c:2]1[n:3][c:4]([N:23]2[CH2:24][CH2:25][O:26][CH2:27][CH2:28]2)[c:5]2[c:6]([n:7]1)[n:8][c:9]([CH2:11][NH2:12])[s:10]2.